From a dataset of the Open Reaction Database (ORD), a public repository of structured organic reaction records. describe an organic reaction: reactants, conditions, products, and yield The reactants are BrCC(=O)Br (2-bromoacetyl bromide), C1(=CC=CC2=CC=CC=C12)CN (1-naphtalenemethylamine), COC=1C=C(CC2NCCCC3=C2C=C(C(=C3)OC)OC)C=CC1OC (1-(3,4-dimethoxy-benzyl)-7,8-dimethoxy-2,3,4,5-tetrahydro-1H-benzo[c]azepine). Product: COC=1C=C(CC2N(CCCC3=C2C=C(C(=C3)OC)OC)CC(=O)NCC3=CC=CC2=CC=CC=C32)C=CC1OC (2-[1-(3,4-Dimethoxy-benzyl)-7,8-dimethoxy-1,3,4,5-tetrahydro-benzo[c]azepin-2-yl]-N-naphthalen-1-ylmethyl-acetamide). As a reaction SMILES: Br[CH2:2][C:3](Br)=[O:4].[C:6]1([CH2:16][NH2:17])[C:15]2[C:10](=[CH:11][CH:12]=[CH:13][CH:14]=2)[CH:9]=[CH:8][CH:7]=1.[CH3:18][O:19][C:20]1[CH:21]=[C:22]([CH:39]=[CH:40][C:41]=1[O:42][CH3:43])[CH2:23][CH:24]1[C:30]2[CH:31]=[C:32]([O:37][CH3:38])[C:33]([O:35][CH3:36])=[CH:34][C:29]=2[CH2:28][CH2:27][CH2:26][NH:25]1>>[CH3:18][O:19][C:20]1[CH:21]=[C:22]([CH:39]=[CH:40][C:41]=1[O:42][CH3:43])[CH2:23][CH:24]1[C:30]2[CH:31]=[C:32]([O:37][CH3:38])[C:33]([O:35][CH3:36])=[CH:34][C:29]=2[CH2:28][CH2:27][CH2:26][N:25]1[CH2:2][C:3]([NH:17][CH2:16][C:6]1[C:15]2[C:10](=[CH:11][CH:12]=[CH:13][CH:14]=2)[CH:9]=[CH:8][CH:7]=1)=[O:4]. Procedure details: prepared by reaction of 2-bromoacetyl bromide with 1-naphtalenemethylamine and 1-(3,4-dimethoxy-benzyl)-7,8-dimethoxy-2,3,4,5-tetrahydro-1H-benzo[c]azepine. The reactants are ClC1=C(C=C(N)C=C1)[N+](=O)[O-] (4-chloro-3-nitroaniline), Cl (hydrochloric acid), O.O.O.C(C)(=O)[O-].[Na+] (sodium acetate trihydrate), N(=O)[O-].[Na+] (sodium nitrite). The solvent is O (water), O (water), C1=CC=CC=C1 (benzene), O (water). Run at temperature 0 celsius, time 3 hour. Product: ClC1=C(C=C(C=C1)C1=CC=CC=C1)[N+](=O)[O-] (4-Chloro-3-nitrobiphenyl). The yield is 56.0%. As a reaction SMILES: [Cl:1][C:2]1[CH:8]=[CH:7][C:5](N)=[CH:4][C:3]=1[N+:9]([O-:11])=[O:10].Cl.N([O-])=O.[Na+].O.O.O.[C:20]([O-])(=O)[CH3:21].[Na+]>O.C1C=CC=CC=1>[Cl:1][C:2]1[CH:8]=[CH:7][C:5]([C:21]2[CH:20]=[CH:4][CH:3]=[CH:2][CH:8]=2)=[CH:4][C:3]=1[N+:9]([O-:11])=[O:10] |f:2.3,4.5.6.7.8|. Reported procedure: A mixture of 100 g (0.55 mole) of 97% purity 4-chloro-3-nitroaniline, 200 ml of concentrated hydrochloric acid and 130 ml of water was heated to reflux and then cooled to 0° C. To the resulting slurry was added dropwise a solution of 49 g (0.71 mole)of sodium nitrite in 70 ml of water over a 45 min period while maintaining the temperature at 0°-5° C. To this cold solution was added 1.3 liters of benzene (cooled to 5° C. and the mixture was stirred vigorously while a solution of 190 g sodium acet... Solvent: C(C)O (ethanol). Reported procedure: A mixture of 12a (3.00 g, 19.0 mmol) and 3,5,5-trimethylhexanal (4.05 g, 28.4 mmol) in ethanol (48 ml) was heated under reflux for 2 h. After cooling to room temperature, the product was concentrated and washed with ethanol. Drying under high vacuum (0.33 mbar) gave a total of 4.69 g (88%) of a colorless oil consisting of two isomers with respect to the amide bond conformation (E:Z ca. 56:44). Product: CC(C\C=N\NC(CCCCCCC)=O)CC(C)(C)C (N′-[(1E)-3,5,5-trimethylhexylidene]octanohydrazide). The reactants are C(CCCCCCC)(=O)NN (octanohydrazide), CC(CC=O)CC(C)(C)C (3,5,5-trimethylhexanal). RXN SMILES: [C:1]([NH:10][NH2:11])(=[O:9])[CH2:2][CH2:3][CH2:4][CH2:5][CH2:6][CH2:7][CH3:8].[CH3:12][CH:13]([CH2:17][C:18]([CH3:21])([CH3:20])[CH3:19])[CH2:14][CH:15]=O>C(O)C>[CH3:12][CH:13]([CH2:17][C:18]([CH3:21])([CH3:20])[CH3:19])[CH2:14]/[CH:15]=[N:11]/[NH:10][C:1](=[O:9])[CH2:2][CH2:3][CH2:4][CH2:5][CH2:6][CH2:7][CH3:8]. Yield: 87.4%. The reactants are C[S-], Cc1ccccc1, Cc1nc(Cl)cc(Cl)n1, [Na+]. The product is CSc1cc(Cl)nc(C)n1. As a reaction SMILES: [CH3:10][S-:11].[CH3:13][c:14]1[cH:15][cH:16][cH:17][cH:18][cH:19]1.[Cl:1][c:2]1[n:3][c:4]([CH3:9])[n:5][c:6]([Cl:8])[cH:7]1.[Na+:12]>>[Cl:1][c:2]1[n:3][c:4]([CH3:9])[n:5][c:6]([S:11][CH3:10])[cH:7]1. Starting materials: CC1=C(C=CC(=C1)C)O (2,4-dimethylphenol), C(CCC)[Li] (butyllithium), [Cl-].[Cl-].C[Zr](C1C(=CC2=CC=CC=C12)C)(C1C(=CC2=CC=CC=C12)C)(=[SiH2])C (dimethylsilanediylbis(2-methylindenyl)zirconium dichloride), C1CCOC1 (THF). Solvent: C1(=CC=CC=C1)C (toluene), C1(=CC=CC=C1)C (toluene). Run at temperature 60 celsius, time 1 hour. The product is CC1=C([O-])C=CC(=C1)C.[Cl-].C[Zr](C1C(=CC2=CC=CC=C12)C)(C1C(=CC2=CC=CC=C12)C)(=[SiH2])C (Dimethylsilanediylbis(2-methylindenyl)zirconium monochloride mono(2,4-di-methylphenoxide)). RXN SMILES: [CH3:1][C:2]1[CH:7]=[C:6]([CH3:8])[CH:5]=[CH:4][C:3]=1[OH:9].C1COCC1.C([Li])CCC.[Cl-:20].[Cl-].[CH3:22][Zr:23]([CH3:45])(=[SiH2:44])([CH:34]1[C:42]2[C:37](=[CH:38][CH:39]=[CH:40][CH:41]=2)[CH:36]=[C:35]1[CH3:43])[CH:24]1[C:32]2[C:27](=[CH:28][CH:29]=[CH:30][CH:31]=2)[CH:26]=[C:25]1[CH3:33]>C1(C)C=CC=CC=1>[CH3:1][C:2]1[CH:7]=[C:6]([CH3:8])[CH:5]=[CH:4][C:3]=1[O-:9].[Cl-:20].[CH3:45][Zr:23]([CH3:22])(=[SiH2:44])([CH:34]1[C:42]2[C:37](=[CH:38][CH:39]=[CH:40][CH:41]=2)[CH:36]=[C:35]1[CH3:43])[CH:24]1[C:32]2[C:27](=[CH:28][CH:29]=[CH:30][CH:31]=2)[CH:26]=[C:25]1[CH3:33] |f:3.4.5,7.8.9|. Procedure: 1.0 g (8.2 mmol) of 2,4-dimethylphenol in 20 ml of toluene/2 ml of THF was admixed at room temperature with 3.0 ml (8.2 mmol) of a 20% strength solution of butyllithium in toluene. The mixture was stirred for another 1 hour at 60° C. At room temperature, 1.9 g (4.0 mmol) of dimethylsilanediylbis(2-methylindenyl)zirconium dichloride were added as a solid. The suspension was stirred for 8 hours at 60° C. and subsequently filtered hot through Celite. After evaporation of the solvent to leave a volu... The reactants are CC(C)(C)OC(=O)NCc1ccnc2[nH]ccc12, CS(=O)(=O)Cl, [K+], CN(C)C=O, [OH-], O. Product: CC(C)(C)OC(=O)NCc1ccnc2c1ccn2S(C)(=O)=O. RXN SMILES: [C:1]([CH3:2])([CH3:3])([CH3:4])[O:5][C:6]([NH:7][CH2:8][c:9]1[c:10]2[c:11]([n:12][cH:13][cH:14]1)[nH:15][cH:16][cH:17]2)=[O:18].[CH3:21][S:22]([Cl:23])(=[O:24])=[O:25].[K+:20].[O:26]=[CH:27][N:28]([CH3:29])[CH3:30].[OH-:19].[OH2:31]>>[C:1]([CH3:2])([CH3:3])([CH3:4])[O:5][C:6]([NH:7][CH2:8][c:9]1[c:10]2[c:11]([n:12][cH:13][cH:14]1)[n:15]([S:22]([CH3:21])(=[O:24])=[O:25])[cH:16][cH:17]2)=[O:18]. The reactants are resultant mixture, OC1=C(N=NC(=C1)Cl)Cl (4-hydroxy-3,6-dichloropyridazine), C1(CC1)C1=C(C(=CC=C1)C)O (2-cyclopropyl-6-methylphenol), Cl (hydrochloric acid), COC=1C=C(C=CC1)C (3-methoxytoluene), [OH-].[K+] (potassium hydroxide). The solvent is CO (methanol). Product: ClC1=CC(=C(N=N1)OC1=C(C=CC=C1C)C1CC1)O (6-chloro-3-(2-cyclopropyl-6-methylphenoxy)-4-pyridazinol). Isolated yield 74.7%. RXN SMILES: [OH:1][C:2]1[CH:7]=[C:6]([Cl:8])[N:5]=[N:4][C:3]=1Cl.[CH:10]1([C:13]2[CH:18]=[CH:17][CH:16]=[C:15]([CH3:19])[C:14]=2[OH:20])[CH2:12][CH2:11]1.COC1C=C(C)C=CC=1.[OH-].[K+].Cl>CO>[Cl:8][C:6]1[N:5]=[N:4][C:3]([O:20][C:14]2[C:15]([CH3:19])=[CH:16][CH:17]=[CH:18][C:13]=2[CH:10]2[CH2:11][CH2:12]2)=[C:2]([OH:1])[CH:7]=1 |f:3.4|. Procedure details: To a mixture of 313 mg (purity: 96.0%; 1.82 mmol) of 4-hydroxy-3,6-dichloropyridazine and 839 mg (5.57 mmol) of 2-cyclopropyl-6-methylphenol were added 3-methoxytoluene (2.76 g) and 328 mg (5.56 mmol) of 95% potassium hydroxide at room temperature. The resultant mixture was heated to 180° C. while stirring, and stirred at that temperature for 4 hours. Then, the resultant reaction mixture was cooled to room temperature, and a 1 N aqueous hydrochloric acid solution and methanol were added to the r...